Dataset: the Open Reaction Database (ORD), a public repository of structured organic reaction records. Task: describe an organic reaction: reactants, conditions, products, and yield The reactants are CC(C)=O, [Na+], [OH-], O=C1NC(O)c2cccn2-c2ccsc21. Yields the product CC(=O)CC1NC(=O)c2sccc2-n2cccc21. As a reaction SMILES: [CH3:16][C:17]([CH3:18])=[O:19].[Na+:21].[OH-:20].[OH:1][CH:2]1[c:3]2[n:4]([cH:13][cH:14][cH:15]2)-[c:5]2[c:6]([s:10][cH:11][cH:12]2)[C:7](=[O:9])[NH:8]1>>[CH:2]1([CH2:16][C:17]([CH3:18])=[O:19])[c:3]2[n:4]([cH:13][cH:14][cH:15]2)-[c:5]2[c:6]([s:10][cH:11][cH:12]2)[C:7](=[O:9])[NH:8]1. Reactants: ice water, ClC1=C(OC2=CC3=C(N(C(C(O3)(C(C)=O)C)=O)C)C=C2)C(=CC(=C1)C(F)(F)F)F (7-(2-Chloro-6-fluoro-4-trifluoromethylphenoxy)-2,4-dimethyl-2-acetyl-3,4-dihydro-3-oxo-2H-1,4-benzoxazine), ClC1=C(OC2=CC3=C(N(C(C(O3)(C(C)=O)C)=O)C)C=C2)C(=CC(=C1)C(F)(F)F)F (7-(2-Chloro-6-fluoro-4-trifluoromethylphenoxy)-2,4-dimethyl-2-acetyl-3,4-dihydro-3-oxo-2H-1,4-benzoxazine), CO[NH3+].[Cl-] (o-methylhydroxylamine hydrochloride). Run in N1=CC=CC=C1 (pyridine). Run at time 4 hour. Product: ClC1=C(OC2=CC3=C(N(C(C(O3)(C(C)=NOC)C)=O)C)C=C2)C(=CC(=C1)C(F)(F)F)F (7-(2-Chloro-6-fluoro-4-trifluoromethylphenoxy)-2,4-dimethyl-2-[1-(methoxyimino)ethy]-3,4-dihydro-3-oxo-2H-1,4-benzoxazine). Isolated yield 93.7%. RXN SMILES: [Cl:1][C:2]1[CH:24]=[C:23]([C:25]([F:28])([F:27])[F:26])[CH:22]=[C:21]([F:29])[C:3]=1[O:4][C:5]1[CH:20]=[CH:19][C:8]2[N:9]([CH3:18])[C:10](=[O:17])[C:11]([CH3:16])([C:13](=O)[CH3:14])[O:12][C:7]=2[CH:6]=1.[CH3:30][O:31][NH3+:32].[Cl-]>N1C=CC=CC=1>[Cl:1][C:2]1[CH:24]=[C:23]([C:25]([F:26])([F:27])[F:28])[CH:22]=[C:21]([F:29])[C:3]=1[O:4][C:5]1[CH:20]=[CH:19][C:8]2[N:9]([CH3:18])[C:10](=[O:17])[C:11]([CH3:16])([C:13](=[N:32][O:31][CH3:30])[CH3:14])[O:12][C:7]=2[CH:6]=1 |f:1.2|. Reported procedure: 7-(2-Chloro-6-fluoro-4-trifluoromethylphenoxy)-2,4-dimethyl-2-acetyl-3,4-dihydro-3-oxo-2H-1,4-benzoxazine (Compound 93) (0.3 g) obtained in Example 15 was dissolved in pyridine (4 ml), o-methylhydroxylamine hydrochloride (0.1 g) was added, and the mixture was stirred at room temperature for 4 hours, and further, at 60° C. for one hour. The reaction mixture was then poured into ice-water, and the mixture was extracted twice with ethyl acetate (20 ml). The extract was washed with 1N-hydrochloric a... The reactants are NC1=NN2C(N=C(C=C2O)C)=N1 (2-Amino-7-hydroxy-5-methyl-s-triazolo[1,5-a]pyrimidine), P(=O)(Cl)(Cl)Cl (phosphorus oxychloride). Product: NC1=NN2C(N=C(C=C2Cl)C)=N1 (2-amino-7-chloro-5-methyl -s-triazolo[1,5-a]pyrimidine). RXN SMILES: [NH2:1][C:2]1[N:12]=[C:5]2[N:6]=[C:7]([CH3:11])[CH:8]=[C:9](O)[N:4]2[N:3]=1.P(Cl)(Cl)([Cl:15])=O>>[NH2:1][C:2]1[N:12]=[C:5]2[N:6]=[C:7]([CH3:11])[CH:8]=[C:9]([Cl:15])[N:4]2[N:3]=1. Procedure: 2-Amino-7-hydroxy-5-methyl-s-triazolo[1,5-a]pyrimidine (20 g) was suspended in 120 ml of phosphorus oxychloride under ice cooling, and the suspension was refluxed for two hours. Excess phosphorus oxychloride was removed by distillation under normal pressure. The 40 ml of reddish brown oil left was shaken with 300 ml of dichloromethane and 200 ml of water and the organic layer was collected. The aqueous layer was again extracted with 200 ml of fresh dichloromethane, and the combined organic extra... Reactants: O=C(n1ccnc1)n1ccnc1, CN(C)CCCN, O=C(O)c1ccc(-c2nnc(CS(=O)CCCc3ccccc3)o2)cc1. Product: CN(C)CCCNC(=O)c1ccc(-c2nnc(CS(=O)CCCc3ccccc3)o2)cc1. As a reaction SMILES: [C:27]([n:28]1[cH:29][cH:30][n:31][cH:32]1)([n:33]1[cH:34][cH:35][n:36][cH:37]1)=[O:38].[CH3:39][N:40]([CH2:41][CH2:42][CH2:43][NH2:44])[CH3:45].[c:1]1([CH2:7][CH2:8][CH2:9][S:10](=[O:11])[CH2:12][c:13]2[n:14][n:15][c:16](-[c:18]3[cH:19][cH:20][c:21]([C:22](=[O:23])[OH:24])[cH:25][cH:26]3)[o:17]2)[cH:2][cH:3][cH:4][cH:5][cH:6]1>>[c:1]1([CH2:7][CH2:8][CH2:9][S:10](=[O:11])[CH2:12][c:13]2[n:14][n:15][c:16](-[c:18]3[cH:19][cH:20][c:21]([C:22](=[O:24])[NH:44][CH2:43][CH2:42][CH2:41][N:40]([CH3:39])[CH3:45])[cH:25][cH:26]3)[o:17]2)[cH:2][cH:3][cH:4][cH:5][cH:6]1. Starting materials: C1[C@@H](N(C2=C(N1)NC(=NC2=O)N)C=O)CNC3=CC=C(C=C3)C(=O)N[C@@H](CCC(=O)[O-])C(=O)[O-].O.O.O.O.O.[Ca+2] (calcium levofolinate pentahydrate), Cl (HCl), Cl (HCl), C([O-])([O-])=O.[Na+].[Na+] (sodium carbonate), C([O-])([O-])=O.[Ca+2] (calcium carbonate), Cl (HCl). Run in O (water), C(C)(C)O (isopropanol), C(C)(=O)O (acetic acid), O (water). Run at temperature 40 celsius. The product is C1[C@@H](N(C2=C(N1)NC(=NC2=O)N)C=O)CNC3=CC=C(C=C3)C(=O)N[C@@H](CCC(=O)O)C(=O)O (levofolinic acid). Reaction SMILES: [CH2:1]1[NH:6][C:5]2[NH:7][C:8]([NH2:12])=[N:9][C:10](=[O:11])[C:4]=2[N:3]([CH:13]=[O:14])[C@H:2]1[CH2:15][NH:16][C:17]1[CH:22]=[CH:21][C:20]([C:23]([NH:25][C@H:26]([C:32]([O-:34])=[O:33])[CH2:27][CH2:28][C:29]([O-:31])=[O:30])=[O:24])=[CH:19][CH:18]=1.O.O.O.O.O.[Ca+2].C(=O)([O-])[O-].[Na+].[Na+].C(=O)([O-])[O-].[Ca+2].Cl>O.C(O)(C)C.C(O)(=O)C>[CH2:1]1[NH:6][C:5]2[NH:7][C:8]([NH2:12])=[N:9][C:10](=[O:11])[C:4]=2[N:3]([CH:13]=[O:14])[C@H:2]1[CH2:15][NH:16][C:17]1[CH:18]=[CH:19][C:20]([C:23]([NH:25][C@H:26]([C:32]([OH:34])=[O:33])[CH2:27][CH2:28][C:29]([OH:31])=[O:30])=[O:24])=[CH:21][CH:22]=1 |f:0.1.2.3.4.5.6,7.8.9,10.11|. Reported procedure: 100 kg of calcium levofolinate pentahydrate (166 mol) are suspended in 500 litres (L) of purified water. The suspension is heated at 40° C. and is then decalcificated by addition of 25 kg of sodium carbonate (236 mol); acetic acid is added to maintain the pH of the system at a value of about 8.0. The formed calcium carbonate is eliminated by centrifugation and the obtained sodium levofolinate solution is clarified by fine filtration. The filtered solution is diluted with water to a volume of 850... Reactants: NC=1C=C(C(N(C1)C)=O)C (5-amino-1,3-dimethylpyridin-2(1H)-one), FC(C1=CC=C(C=O)C=C1)(F)F (4-trifluormethylbenzaldehyde), CCOC(=O)C(=O)CC(=O)C (ethyl acetopyruvate). The product is C(C)(=O)C1C(C(N(C1C1=CC=C(C=C1)C(F)(F)F)C1=CN(C(C(=C1)C)=O)C)=O)=O (4-acetyl-1-(1,5-dimethyl-6-oxo-1,6-dihydropyridin-3-yl)-5-(4-(trifluoromethyl)phenyl)-pyrrolidine-2,3-dione). RXN SMILES: [NH2:1][C:2]1[CH:3]=[C:4]([CH3:10])[C:5](=[O:9])[N:6]([CH3:8])[CH:7]=1.[F:11][C:12]([F:22])([F:21])[C:13]1[CH:20]=[CH:19][C:16]([CH:17]=O)=[CH:15][CH:14]=1.CC[O:25][C:26]([C:28]([CH2:30][C:31]([CH3:33])=[O:32])=[O:29])=O>>[C:31]([CH:30]1[CH:17]([C:16]2[CH:19]=[CH:20][C:13]([C:12]([F:22])([F:21])[F:11])=[CH:14][CH:15]=2)[N:1]([C:2]2[CH:3]=[C:4]([CH3:10])[C:5](=[O:9])[N:6]([CH3:8])[CH:7]=2)[C:26](=[O:25])[C:28]1=[O:29])(=[O:32])[CH3:33]. Procedure details: The title compound was prepared in analogy to the procedure described in Step 57.1 using 5-amino-1,3-dimethylpyridin-2(1H)-one (Step 20.2), 4-trifluormethylbenzaldehyde and ethyl acetopyruvate. tR: 0.76 min (LC-MS 2); ESI-MS: 407 [M+H]+ (LC-MS 2); ESI-MS: 405 [M−H]− (LC-MS 2). Reactants: C(C)(=O)C1=C2C(C(C(=C1C)N1C=CCC=C1)COCCN=[N+]=[N-])(OCO2)C(=O)OCCC#N (5-acetyl-2-((2-azidoethyl)oxy)methyl-3-(2-cyanoethoxy)carbonyl-1,4-dihydro-6-methyl-4-(3,4-methylenedioxy)phenylpyridine), [OH-].[Na+] (NaOH), O1CCOCC1 (dioxane). Reaction conditions: time 1.5 hour. Yields the product C(C)(=O)C=1C2=C(C(=C(C1C)N1C=C(CC=C1)C(=O)O)COCCN=[N+]=[N-])OCO2 (5-Acetyl-2-((2-azidoethyl)oxy)methyl-1,4-dihydro-6-methyl-4-(3,4-methylenedioxy)phenylpyridine-3-carboxylic Acid). The yield is 25.0%. Reaction SMILES: [C:1]([C:4]1[C:9]([CH3:10])=[C:8]([N:11]2[CH:16]=[CH:15][CH2:14][CH:13]=[CH:12]2)[CH:7]([CH2:17][O:18][CH2:19][CH2:20][N:21]=[N+:22]=[N-:23])[C:6]2(C(OCCC#N)=O)[O:24][CH2:25][O:26][C:5]=12)(=[O:3])[CH3:2].[OH-:34].[Na+].[O:36]1[CH2:41]COCC1>>[C:1]([C:4]1[C:5]2[O:26][CH2:25][O:24][C:6]=2[C:7]([CH2:17][O:18][CH2:19][CH2:20][N:21]=[N+:22]=[N-:23])=[C:8]([N:11]2[CH:12]=[CH:13][CH2:14][C:15]([C:41]([OH:36])=[O:34])=[CH:16]2)[C:9]=1[CH3:10])(=[O:3])[CH3:2] |f:1.2|. Procedure: This product was obtained from deprotection of two batches of 5-acetyl-2-((2-azidoethyl)oxy)methyl-3-(2-cyanoethoxy)carbonyl-1,4-dihydro-6-methyl-4-(3,4-methylenedioxy)phenylpyridine obtained from the previous experiment (340 mg and 200 mg) and were combined after completion of the reaction. A mixture of 5-acetyl-2-((2-azidoethyl)oxy)methyl-3-(2-cyanoethoxy)carbonyl-1,4-dihydro-6-methyl-4-(3,4-methylenedioxy)phenylpyridine (340 mg, 0.750 mmol; 200 mg (60%), 0.200 mmol), 1N NaOH (1.12 mL; 0.40 mL... Starting materials: OC=1C=CC=C2C=C(COC12)C(=O)N1CCOCC1 (4-(8-hydroxy-2H-chromen-3-ylcarbonyl)morpholine), C([O-])([O-])=O.[K+].[K+] (potassium carbonate), S(=O)(=O)(OC[C@@H]1CO1)C1=CC=C([N+](=O)[O-])C=C1 ((S)-glycidyl nosylate). Product: C([C@@H]1CO1)OC=1C=CC=C2C=C(COC12)C(=O)N1CCOCC1 ((S)-4-(8-glycidyloxy-2H-chromen-3-ylcarbonyl)morpholine). Yield: 77.3%. RXN SMILES: [OH:1][C:2]1[CH:3]=[CH:4][CH:5]=[C:6]2[C:11]=1[O:10][CH2:9][C:8]([C:12]([N:14]1[CH2:19][CH2:18][O:17][CH2:16][CH2:15]1)=[O:13])=[CH:7]2.C(=O)([O-])[O-].[K+].[K+].S(C1C=CC([N+]([O-])=O)=CC=1)(O[CH2:30][C@H:31]1[O:33][CH2:32]1)(=O)=O>>[CH2:30]([O:1][C:2]1[CH:3]=[CH:4][CH:5]=[C:6]2[C:11]=1[O:10][CH2:9][C:8]([C:12]([N:14]1[CH2:19][CH2:18][O:17][CH2:16][CH2:15]1)=[O:13])=[CH:7]2)[C@H:31]1[O:33][CH2:32]1 |f:1.2.3|. Procedure details: By the reactions in the same manner as in Starting Material Synthesis Example 1 using 4-(8-hydroxy-2H-chromen-3-ylcarbonyl)morpholine (3.3 g), potassium carbonate (3.5 g) and (S)-glycidyl nosylate (3.3 g), the title compound (3.1 g) was obtained as a brown oil.